This data is from the Open Reaction Database (ORD), a public repository of structured organic reaction records. The task is: describe an organic reaction: reactants, conditions, products, and yield Starting materials: CCCCOc1cccc(C(CNCC(=O)N(C)C)C(=O)OC(C)(C)C)c1, COc1ccc(P2(=S)SP(=S)(c3ccc(OC)cc3)S2)cc1, Cc1ccccc1. Yields the product CCCCOc1cccc(C(CNCC(=S)N(C)C)C(=O)OC(C)(C)C)c1. RXN SMILES: [CH2:1]([CH2:2][CH2:3][CH3:4])[O:5][c:6]1[cH:7][c:8]([CH:12]([CH2:13][NH:14][CH2:15][C:16](=[O:17])[N:18]([CH3:19])[CH3:20])[C:21](=[O:22])[O:23][C:24]([CH3:25])([CH3:26])[CH3:27])[cH:9][cH:10][cH:11]1.[CH3:28][O:29][c:30]1[cH:31][cH:32][c:33]([P:34]2(=[S:37])[S:35][P:36]([c:38]3[cH:39][cH:40][c:41]([O:42][CH3:43])[cH:44][cH:45]3)(=[S:46])[S:47]2)[cH:48][cH:49]1.[CH3:50][c:51]1[cH:52][cH:53][cH:54][cH:55][cH:56]1>>[CH2:1]([CH2:2][CH2:3][CH3:4])[O:5][c:6]1[cH:7][c:8]([CH:12]([CH2:13][NH:14][CH2:15][C:16]([N:18]([CH3:19])[CH3:20])=[S:37])[C:21](=[O:22])[O:23][C:24]([CH3:25])([CH3:26])[CH3:27])[cH:9][cH:10][cH:11]1. Starting materials: [OH-].[K+] (potassium hydroxide), CC(C)([O-])C.[K+] (potassium tert-butoxide), BrC1=C(C=C2CCC(C2=C1)=O)C (6-bromo-5-methyl-2,3-dihydro-1H-inden-1-one), C(C=C)(=O)OC (methyl acrylate). Solvent: O (water), 2-Me THF, [Cl-].[Na+].O (brine). Conditions: temperature 0 celsius, time 2 hour. The product is BrC1=C(C=C2CC3(C(C2=C1)=O)CCC(CC3)=O)C (6′-Bromo-5′-methylspiro[cyclohexane-1,2′-indene]-1′,4(3′H)-dione). Yield: 70.0%. Reaction SMILES: [Br:1][C:2]1[CH:10]=[C:9]2[C:5]([CH2:6][CH2:7][C:8]2=[O:11])=[CH:4][C:3]=1[CH3:12].[C:13]([O:17]C)(=O)[CH:14]=[CH2:15].[CH3:19][C:20](C)([O-])C.[K+].[OH-].[K+]>[Cl-].[Na+].O.O>[Br:1][C:2]1[CH:10]=[C:9]2[C:5]([CH2:6][C:7]3([CH2:15][CH2:14][C:13](=[O:17])[CH2:20][CH2:19]3)[C:8]2=[O:11])=[CH:4][C:3]=1[CH3:12] |f:2.3,4.5,6.7.8|. Reported procedure: To a mixture of 6-bromo-5-methyl-2,3-dihydro-1H-inden-1-one (commercially available), 1.45 g, 6.42 mmol) and methyl acrylate (1.28 mL, 14.1 mmol) in 2-Me THF (6 mL) cooled to 0° C. was added potassium tert-butoxide (0.864 g, 7.70 mmol) in portions. After stirring for 2 h at r.t., water (9.0 mL) and potassium hydroxide (0.36 g, 6.42 mmol) were added and the mixture was heated at reflux overnight. The mixture was allowed to cool to r.t. and brine was added. The layers were separated and the aqueou...